This data is from the Open Reaction Database (ORD), a public repository of structured organic reaction records. The task is: describe an organic reaction: reactants, conditions, products, and yield Starting materials: COC1OC2COC(C)(C)OC2C1O, Cc1ccc(S(=O)(=O)Cl)cc1, c1ccncc1. Yields the product COC1OC2COC(C)(C)OC2C1OS(=O)(=O)c1ccc(C)cc1. Reaction SMILES: [CH3:1][O:2][CH:3]1[CH:4]([OH:14])[CH:5]2[O:6][C:7]([CH3:12])([CH3:13])[O:8][CH2:9][CH:10]2[O:11]1.[S:15](=[O:16])(=[O:17])([c:18]1[cH:19][cH:20][c:21]([CH3:22])[cH:23][cH:24]1)[Cl:25].[cH:26]1[cH:27][cH:28][n:29][cH:30][cH:31]1>>[CH3:1][O:2][CH:3]1[CH:4]([O:14][S:15](=[O:16])(=[O:17])[c:18]2[cH:19][cH:20][c:21]([CH3:22])[cH:23][cH:24]2)[CH:5]2[O:6][C:7]([CH3:12])([CH3:13])[O:8][CH2:9][CH:10]2[O:11]1.